This data is from the Open Reaction Database (ORD), a public repository of structured organic reaction records. The task is: describe an organic reaction: reactants, conditions, products, and yield Starting materials: [N+](=O)([O-])C1=C2C=CC(=NC2=CC=C1)Cl (5-nitro-2-chloroquinoline), FC=1C=C(C=C(C1)F)S(=O)(=O)Cl (3,5-difluorobenzenesulfonyl chloride), N[C@@H]1[C@@H](CC2=CC=CC=C12)O ((1S,2R)-(−)-1-amino-2-indanol). The product is FC=1C=C(C=C(C1)F)S(=O)(=O)NC1=C2C=CC(=NC2=CC=C1)N[C@@H]1[C@@H](CC2=CC=CC=C12)O (3,5-Difluoro-N-[2-((1S,2R)-2-hydroxy-indan-1-ylamino)-quinolin-5-yl]-benzenesulfonamide). RXN SMILES: [N+:1]([C:4]1[CH:13]=[CH:12][CH:11]=[C:10]2[C:5]=1[CH:6]=[CH:7][C:8](Cl)=[N:9]2)([O-])=O.[F:15][C:16]1[CH:17]=[C:18]([S:23](Cl)(=[O:25])=[O:24])[CH:19]=[C:20]([F:22])[CH:21]=1.[NH2:27][C@H:28]1[C:36]2[C:31](=[CH:32][CH:33]=[CH:34][CH:35]=2)[CH2:30][C@H:29]1[OH:37]>>[F:15][C:16]1[CH:17]=[C:18]([S:23]([NH:1][C:4]2[CH:13]=[CH:12][CH:11]=[C:10]3[C:5]=2[CH:6]=[CH:7][C:8]([NH:27][C@H:28]2[C:36]4[C:31](=[CH:32][CH:33]=[CH:34][CH:35]=4)[CH2:30][C@H:29]2[OH:37])=[N:9]3)(=[O:25])=[O:24])[CH:19]=[C:20]([F:22])[CH:21]=1. Reported procedure: The title compound, MS: m/e=468.5 (M+H+), was prepared in accordance with the general method of example 13 from 5-nitro-2-chloroquinoline, 3,5-difluorobenzenesulfonyl chloride and (1S,2R)-(−)-1-amino-2-indanol. Starting materials: CCOC(C)=O, CC(C)(C)OC(=O)N1CCCC(C(OCCOS(C)(=O)=O)c2cccc(F)c2)C1, [N-]=[N+]=[N-], [Na+], CN(C)C=O. The product is CC(C)(C)OC(=O)N1CCCC(C(OCCN=[N+]=[N-])c2cccc(F)c2)C1. RXN SMILES: [CH3:39][CH2:40][O:41][C:42]([CH3:43])=[O:44].[F:1][c:2]1[cH:3][c:4]([CH:8]([CH:9]2[CH2:10][N:11]([C:15](=[O:16])[O:17][C:18]([CH3:19])([CH3:20])[CH3:21])[CH2:12][CH2:13][CH2:14]2)[O:22][CH2:23][CH2:24][O:25][S:26]([CH3:27])(=[O:28])=[O:29])[cH:5][cH:6][cH:7]1.[N-:35]=[N+:36]=[N-:37].[Na+:38].[O:30]=[CH:31][N:32]([CH3:33])[CH3:34]>>[F:1][c:2]1[cH:3][c:4]([CH:8]([CH:9]2[CH2:10][N:11]([C:15](=[O:16])[O:17][C:18]([CH3:19])([CH3:20])[CH3:21])[CH2:12][CH2:13][CH2:14]2)[O:22][CH2:23][CH2:24][N:35]=[N+:36]=[N-:37])[cH:5][cH:6][cH:7]1. The reactants are ClCCl, CCO, CCCCCOc1cc(SC)cc2c(=O)c3cc(C(=O)OC)ccc3oc12, O=S(=O)(Cl)Cl. Yields the product CCCCCOc1cc(S(C)=O)cc2c(=O)c3cc(C(=O)OC)ccc3oc12. Reaction SMILES: [CH2:36]([Cl:37])[Cl:38].[CH3:33][CH2:34][OH:35].[CH3:6][S:7][c:8]1[cH:9][c:10]([O:27][CH2:28][CH2:29][CH2:30][CH2:31][CH3:32])[c:11]2[o:12][c:13]3[cH:14][cH:15][c:16]([C:23](=[O:24])[O:25][CH3:26])[cH:17][c:18]3[c:19](=[O:22])[c:20]2[cH:21]1.[S:1](=[O:2])([Cl:3])([Cl:4])=[O:5]>>[O:2]=[S:7]([CH3:6])[c:8]1[cH:9][c:10]([O:27][CH2:28][CH2:29][CH2:30][CH2:31][CH3:32])[c:11]2[o:12][c:13]3[cH:14][cH:15][c:16]([C:23](=[O:24])[O:25][CH3:26])[cH:17][c:18]3[c:19](=[O:22])[c:20]2[cH:21]1.